Dataset: the Open Reaction Database (ORD), a public repository of structured organic reaction records. Task: describe an organic reaction: reactants, conditions, products, and yield Reactants: N1CC(C1)C1=NC2=CC(=CC=C2C(N1C)=O)C#CC1=NC=CC=C1 (2-(azetidin-3-yl)-3-methyl-7-(pyridin-2-ylethynyl)quinazolin-4(3H)-one), BrCC#N (2-bromoacetonitrile), C(=O)([O-])[O-].[K+].[K+] (K2CO3), CC#N (CH3CN). Solvent: O (water). Reaction conditions: time 3 hour. Yields the product CN1C(=NC2=CC(=CC=C2C1=O)C#CC1=NC=CC=C1)C1CN(C1)CC#N (2-(3-(3-methyl-4-oxo-7-(pyridin-2-ylethynyl)-3,4-dihydroquinazolin-2-yl)azetidin-1-yl)acetonitrile). Yield: 44.5%. As a reaction SMILES: [NH:1]1[CH2:4][CH:3]([C:5]2[N:14]([CH3:15])[C:13](=[O:16])[C:12]3[C:7](=[CH:8][C:9]([C:17]#[C:18][C:19]4[CH:24]=[CH:23][CH:22]=[CH:21][N:20]=4)=[CH:10][CH:11]=3)[N:6]=2)[CH2:2]1.Br[CH2:26][C:27]#[N:28].C([O-])([O-])=O.[K+].[K+].CC#N>O>[CH3:15][N:14]1[C:13](=[O:16])[C:12]2[C:7](=[CH:8][C:9]([C:17]#[C:18][C:19]3[CH:24]=[CH:23][CH:22]=[CH:21][N:20]=3)=[CH:10][CH:11]=2)[N:6]=[C:5]1[CH:3]1[CH2:2][N:1]([CH2:26][C:27]#[N:28])[CH2:4]1 |f:2.3.4|. Procedure details: The mixture of 2-(azetidin-3-yl)-3-methyl-7-(pyridin-2-ylethynyl)quinazolin-4(3H)-one (100 mg, 0.316 mmol), 2-bromoacetonitrile (0.024 mL, 0.348 mmol), K2CO3 (87 mg, 0.632 mmol) and CH3CN (5 mL) was stirred at room temperature for 3 h, then diluted with water (10 mL). The mixture was then extracted with ethyl acetate (3×10 mL). The combined organic layers were dried over Na2SO4, filtered, and evaporated to give the crude product, which was purified by column chromatography to give 50 mg of the d... Reaction SMILES: [O:1]=[O+][O-].[CH3:4][O:5][C:6]1[C:11]([CH:12]=CC)=[CH:10][CH:9]=[CH:8][C:7]=1[O:15][C:16]1[CH:21]=[CH:20][CH:19]=[CH:18][C:17]=1[Cl:22]>C(OCC)(=O)C.C(O)(=O)C>[CH3:4][O:5][C:6]1[C:7]([O:15][C:16]2[CH:21]=[CH:20][CH:19]=[CH:18][C:17]=2[Cl:22])=[CH:8][CH:9]=[CH:10][C:11]=1[CH:12]=[O:1]. Starting materials: O=[O+][O-] (Ozone), COC1=C(C=CC=C1C=CC)OC1=C(C=CC=C1)Cl (2-chlorophenyl 2-methoxy-3-(1-propenyl)phenyl ether). Procedure: Ozone gas was introduced into a solution of 2-chlorophenyl 2-methoxy-3-(1-propenyl)phenyl ether (17.60 g) in a mixture of ethyl acetate (120 ml) and acetic acid (5 ml) at 5° C. for an hour. Thereafter, nitrogen gas was introduced to the reaction mixture to remove the excess of ozone gas, and then dimethyl thioether was added thereto. The mixture was washed with aqueous solution of sodium bicarbonate and water successively, dried over magnesium sulfate and then evaporated. The oily residue was di... The solvent is C(C)(=O)OCC (ethyl acetate), C(C)(=O)O (acetic acid). Yields the product COC1=C(C=O)C=CC=C1OC1=C(C=CC=C1)Cl (2-methoxy-3-(2-chlorophenoxy)benzaldehyde). Yields the product C(C)(C)(C)OC(=O)N1[C@@H]([C@@H](CC1)O[Si](C)(C)C(C)(C)C)CO ((2R,3R)-3-(tert-Butyldimethylsilanyloxy)-2-hydroxymethylpyrrolidine-1-carboxylic acid tert-butyl ester). Procedure: To (2S,3R)-3-(tert-Butyl-dimethyl-silanyloxy)-pyrrolidine-1,2-dicarboxylic acid 1-tert-butyl ester 2-methyl ester (51A) (8.05 g, 22.39 mmol) in THF (90 mL) at −78° C. was added a 1 M solution of Super-Hydride® in THF (112 mL, 112 mmol) in five portions over 15 min The cold bath was removed and the reaction was allowed to warm to rt. After 3 h, the reaction was poured into a 1-L Erlenmeyer flask and was carefully quenched with ice while stirring and then diluted with EtOAc. The layers were separa... Solvent: C1CCOC1 (THF), C1CCOC1 (THF). The reactants are COC(=O)[C@H]1N(CC[C@H]1O[Si](C)(C)C(C)(C)C)C(=O)OC(C)(C)C ((2S,3R)-3-(tert-Butyldimethylsilanyloxy)pyrrolidine-1,2-dicarboxylic acid 1-tert-butyl ester 2-methyl ester), solution, [Li+].[B-](CC)(CC)CC (Super-Hydride). RXN SMILES: C[O:2][C:3]([C@@H:5]1[C@H:9]([O:10][Si:11]([C:14]([CH3:17])([CH3:16])[CH3:15])([CH3:13])[CH3:12])[CH2:8][CH2:7][N:6]1[C:18]([O:20][C:21]([CH3:24])([CH3:23])[CH3:22])=[O:19])=O.[Li+].[B-](CC)(CC)CC>C1COCC1>[C:21]([O:20][C:18]([N:6]1[CH2:7][CH2:8][C@@H:9]([O:10][Si:11]([C:14]([CH3:17])([CH3:16])[CH3:15])([CH3:13])[CH3:12])[C@H:5]1[CH2:3][OH:2])=[O:19])([CH3:24])([CH3:23])[CH3:22] |f:1.2,^1:25|. Run at time 3 hour. Yield: 90.3%. The reactants are CC(=O)O, O=Cc1c(Cl)cccc1Cl, N#C[K], O, Nc1ccc2ccccc2c1. The product is N#CC(Nc1ccc2ccccc2c1)c1c(Cl)cccc1Cl. Reaction SMILES: [CH3:22][C:23](=[O:24])[OH:25].[Cl:1][c:2]1[c:3]([CH:4]=[O:5])[c:6]([Cl:10])[cH:7][cH:8][cH:9]1.[K:26][C:27]#[N:28].[OH2:29].[cH:11]1[c:12]([NH2:21])[cH:13][cH:14][c:15]2[cH:16][cH:17][cH:18][cH:19][c:20]12>>[Cl:1][c:2]1[c:3]([CH:4]([NH:21][c:12]2[cH:11][c:20]3[c:15]([cH:14][cH:13]2)[cH:16][cH:17][cH:18][cH:19]3)[C:27]#[N:28])[c:6]([Cl:10])[cH:7][cH:8][cH:9]1. The reactants are C(C)(=O)NC1=C(C=C(C=C1)CCCC(=O)O)Br (4-acetylamino-3-bromobenzenebutanoic acid), C([O-])([O-])=O.[K+].[K+] (potassium carbonate). Solvent: Cl (hydrochloric acid). Yields the product NC1=C(C=C(C=C1)CCCC(=O)O)Br (4-amino-3-bromobenzenebutanoic acid). RXN SMILES: C([NH:4][C:5]1[CH:10]=[CH:9][C:8]([CH2:11][CH2:12][CH2:13][C:14]([OH:16])=[O:15])=[CH:7][C:6]=1[Br:17])(=O)C.C(=O)([O-])[O-].[K+].[K+]>Cl>[NH2:4][C:5]1[CH:10]=[CH:9][C:8]([CH2:11][CH2:12][CH2:13][C:14]([OH:16])=[O:15])=[CH:7][C:6]=1[Br:17] |f:1.2.3|. Procedure details: A mixture of 0.13 g (0.008662 mol) of 4-acetylamino-3-bromobenzenebutanoic acid and 10 ml of conc. hydrochloric acid was refluxed for 24 hours. The colourless, needle-shaped crystals of Rf 0.53 (eluant: dichloromethane/methanol 9/1 v/v) precipitated after cooling were identified by spectroscopy as the hydrochloride of the desired 4-amino-3-bromobenzenebutanoic acid. The crystals were dissolved in a little water, and the solution formed was adjusted to pH 6 using concentrated potassium carbonate ... Yields the product C(CCC)OCCOC1=CC=C(C=C1)C=1C=CC2=C(C=C(CCN2CC=C(C)C)C(=O)OC)C1 (methyl 7-[4-(2-butoxyethoxy)phenyl]-1-(3-methyl-2-butenyl)-2,3-dihydro-1-benzazepine-4-carboxylate). The reactants are O (water), [H-].[Na+] (sodium hydride), BrCC=C(C)C (1-bromo-3-methyl-2-butene), C(CCC)OCCOC1=CC=C(C=C1)C=1C=CC2=C(C=C(CCN2)C(=O)OC)C1 (methyl 7-[4-(2-butoxyethoxy)phenyl]-2,3-dihydro-1-benzazepine-4-carboxylate). Run in C1CCOC1 (THF). RXN SMILES: [CH2:1]([O:5][CH2:6][CH2:7][O:8][C:9]1[CH:14]=[CH:13][C:12]([C:15]2[CH:16]=[CH:17][C:18]3[NH:24][CH2:23][CH2:22][C:21]([C:25]([O:27][CH3:28])=[O:26])=[CH:20][C:19]=3[CH:29]=2)=[CH:11][CH:10]=1)[CH2:2][CH2:3][CH3:4].[H-].[Na+].Br[CH2:33][CH:34]=[C:35]([CH3:37])[CH3:36].O>C1COCC1>[CH2:1]([O:5][CH2:6][CH2:7][O:8][C:9]1[CH:10]=[CH:11][C:12]([C:15]2[CH:16]=[CH:17][C:18]3[N:24]([CH2:33][CH:34]=[C:35]([CH3:37])[CH3:36])[CH2:23][CH2:22][C:21]([C:25]([O:27][CH3:28])=[O:26])=[CH:20][C:19]=3[CH:29]=2)=[CH:13][CH:14]=1)[CH2:2][CH2:3][CH3:4] |f:1.2|. Procedure: In THF (14.0 ml) was dissolved methyl 7-[4-(2-butoxyethoxy)phenyl]-2,3-dihydro-1-benzazepine-4-carboxylate (0.70 g). To the solution was added 60% sodium hydride (142 mg) at 0° C., and the mixture was stirred at room temperature for 1 hour. To the mixture was added 1-bromo-3-methyl-2-butene (0.83 ml), and the mixture was stirred at 60° C. for 60 hours. After cooled to room temperature, the mixture was added to water, and the mixture was extracted with ethyl acetate. The extract was washed with s... Run at time 1 hour. The reactants are CC1N(CCC(C1)=O)C(=O)OC(C)(C)C (tert-butyl 2-methyl-4-oxopiperidine-1-carboxylate), [BH4-].[Na+] (sodium borohydride), C(C)(=O)OCC (ethyl acetate), O (Water). Run in CO (methanol). Run at time 1 hour. Yields the product OC1CC(N(CC1)C(=O)OC(C)(C)C)C (tert-Butyl 4-hydroxy-2-methylpiperidine-1-carboxylate). RXN SMILES: [CH3:1][CH:2]1[CH2:7][C:6](=[O:8])[CH2:5][CH2:4][N:3]1[C:9]([O:11][C:12]([CH3:15])([CH3:14])[CH3:13])=[O:10].[BH4-].[Na+].O.C(OCC)(=O)C>CO>[OH:8][CH:6]1[CH2:5][CH2:4][N:3]([C:9]([O:11][C:12]([CH3:15])([CH3:14])[CH3:13])=[O:10])[CH:2]([CH3:1])[CH2:7]1 |f:1.2|. Procedure details: To a solution of tert-butyl 2-methyl-4-oxopiperidine-1-carboxylate (0.94 g, 4.41 mmol) in methanol (5 mL) was added sodium borohydride (0.22 g, 5.73 mmol) and the reaction was stirred at room temperature for 1 h. Water was added slowly, followed by ethyl acetate. The layers were separated and the aqueous phase was extracted with ethyl acetate. The combined organic phases were dried over sodium sulfate, filtered and concentrated in vacuo to afford the desired product as a mixture of four stereois...